This data is from the Open Reaction Database (ORD), a public repository of structured organic reaction records. The task is: describe an organic reaction: reactants, conditions, products, and yield The reactants are CC(C)(C)C(O[SiH](c1ccccc1)c1ccccc1)c1c(Cl)ccc([N+](=O)[O-])c1Cl, CO, [Cl-], NN, O, O, O, O, O, O, O, O. Product: CC(C)(C)C(O[SiH](c1ccccc1)c1ccccc1)c1c(Cl)ccc(N)c1Cl. RXN SMILES: [C:1]([CH3:2])([CH3:3])([CH3:4])[CH:5]([c:6]1[c:7]([Cl:16])[c:8]([N+:13]([O-:14])=[O:15])[cH:9][cH:10][c:11]1[Cl:12])[O:17][SiH:18]([c:19]1[cH:20][cH:21][cH:22][cH:23][cH:24]1)[c:25]1[cH:26][cH:27][cH:28][cH:29][cH:30]1.[CH3:41][OH:42].[Cl-:37].[NH2:39][NH2:40].[OH2:31].[OH2:32].[OH2:33].[OH2:34].[OH2:35].[OH2:36].[OH2:38].[OH2:43]>>[C:1]([CH3:2])([CH3:3])([CH3:4])[CH:5]([c:6]1[c:7]([Cl:16])[c:8]([NH2:13])[cH:9][cH:10][c:11]1[Cl:12])[O:17][SiH:18]([c:19]1[cH:20][cH:21][cH:22][cH:23][cH:24]1)[c:25]1[cH:26][cH:27][cH:28][cH:29][cH:30]1. Reactants: ClC1=CC=C(C=C1)C=1N=C(N=NC1)NN (5-(p-chlorophenyl)-3-hydrazino-1,2,4-triazine), C(OCC)([O-])[O-] (ethyl orthoformate). Yields the product ClC1=CC=C(C=C1)C1=NC=2N(N=C1)C=NN2 (7-(p-Chlorophenyl)-1,2,4-triazolo[4,3-b]-1,2,4-triazine). Procedure: A mixture of 4.4 g. of 5-(p-chlorophenyl)-3-hydrazino-1,2,4-triazine and 20 ml. of ethyl orthoformate is refluxed for 4 hours cooled and filtered giving the desired product as light yellow plates, m.p. >300° C. As a reaction SMILES: [Cl:1][C:2]1[CH:7]=[CH:6][C:5]([C:8]2[N:9]=[C:10]([NH:14][NH2:15])[N:11]=[N:12][CH:13]=2)=[CH:4][CH:3]=1.[CH:16]([O-])([O-])OCC>>[Cl:1][C:2]1[CH:3]=[CH:4][C:5]([C:8]2[CH:13]=[N:12][N:11]3[CH:16]=[N:15][N:14]=[C:10]3[N:9]=2)=[CH:6][CH:7]=1. The reactants are CI (methyl iodide), CC=1C(NC(N([C@H]2[C@H](O)[C@H](O)[C@@H](CO)O2)C1)=S)=O (5-methyl-2-thiouridine), C(CCC)[Sn]CCCC (dibutyltin), CI (methyl iodide). Reagents/catalysts: [I-].C(CCC)[N+](CCCC)(CCCC)CCCC (tetrabutyl ammonium iodide). Run in C(Cl)Cl (methylene chloride), CN(C)C=O (DMF). Conditions: temperature 50 celsius. Yields the product CO[C@H]1[C@@H](O[C@@H]([C@H]1O)CO)N1C(=S)NC(=O)C(=C1)C (2'-O-methyl-5-methyl-2-thiouridine). RXN SMILES: [CH3:1][C:2]1[C:3](=[O:18])[NH:4][C:5](=[S:17])[N:6]([CH:16]=1)[C@@H:7]1[O:15][C@H:12]([CH2:13][OH:14])[C@@H:10]([OH:11])[C@H:8]1[OH:9].[CH2:19]([Sn]CCCC)CCC.CI>CN(C=O)C.[I-].C([N+](CCCC)(CCCC)CCCC)CCC.C(Cl)Cl>[CH3:19][O:9][C@@H:8]1[C@H:10]([OH:11])[C@@H:12]([CH2:13][OH:14])[O:15][C@H:7]1[N:6]1[CH:16]=[C:2]([CH3:1])[C:3](=[O:18])[NH:4][C:5]1=[S:17] |f:4.5|. Reported procedure: To a stirred solution of 5-methyl-2-thiouridine (0.500 g, 1.8 mmol) in DMF (10 ml) is added dibutyltin ox-de 0.500 g, 2.0 mmol), tetrabutyl ammonium iodide (0.738 g, 2 mmol), and methyl iodide (1.022 g, 7.2 mmol). The reaction flask is sealed and heated at 50° C. for 16 hours. The mixture is cooled and another portion of methyl iodide is added (1.022 g, 7.2 mmol) and the reaction heated for an additional 16 hours. At the end of this time, the reaction mixture is cooled to room temperature and di... Reactants: OCc1ccc(F)c(Br)c1, ClCCl, [K+], [K+], O=[Cr](=O)([O-])O[Cr](=O)(=O)[O-], O, O=S(=O)(O)O. The product is O=Cc1ccc(F)c(Br)c1. As a reaction SMILES: [Br:7][c:8]1[cH:9][c:10]([CH2:11][OH:12])[cH:13][cH:14][c:15]1[F:16].[CH2:28]([Cl:29])[Cl:30].[K+:17].[K+:18].[O-:19][Cr:20]([O:21][Cr:22](=[O:23])(=[O:24])[O-:25])(=[O:26])=[O:27].[OH2:6].[S:1](=[O:2])(=[O:3])([OH:4])[OH:5]>>[Br:7][c:8]1[cH:9][c:10]([CH:11]=[O:12])[cH:13][cH:14][c:15]1[F:16]. The reactants are Cl.NC1=[N+](C=C(C=C1)Cl)[O-] (2-amino-5-chloropyridine N-oxide hydrochloride), Cl (hydrochloric acid), [N-]=[N+]=[N-].[Na+] (sodium azide). Solvent: O (water), O (water), O (water). Conditions: temperature 25 celsius. Product: N(=[N+]=[N-])C1=[N+](C=C(C=C1)Cl)[O-] (2-azido-5-chloropyridine N-oxide). RXN SMILES: Cl.[NH2:2][C:3]1[CH:8]=[CH:7][C:6]([Cl:9])=[CH:5][N+:4]=1[O-:10].Cl.[N-:12]=[N+:13]=[N-].[Na+]>O>[N:2]([C:3]1[CH:8]=[CH:7][C:6]([Cl:9])=[CH:5][N+:4]=1[O-:10])=[N+:12]=[N-:13] |f:0.1,3.4|. Procedure: In this example, 6.70 grams (0.036 mol) of 2-amino-5-chloropyridine N-oxide hydrochloride was added to and dissolved in 100 ml. of water and 10 ml. of concentrated hydrochloric acid under vigorous stirring and was thus cooled to 0° C. to 5° C. in a salt-ice bath. To the above cold solution, a solution of 2.50 grams (0.036 mol) in 30 ml. of water was added dropwise at such a rate that the temperature of the reaction mixture did not rise above 5° C. Immediately after the above addition was complet... Reactants: FC=1C=C(CBr)C=C(C1)F (3,5-difluorobenzyl bromide), CC(=O)C (acetone). Yields the product FC=1C=C(C=C(C1)F)CC(C)(O)C (1-(3,5-difluorophenyl)-2-methylpropan-2-ol). As a reaction SMILES: [F:1][C:2]1[CH:3]=[C:4]([CH:7]=[C:8]([F:10])[CH:9]=1)[CH2:5]Br.[CH3:11][C:12]([CH3:14])=[O:13]>>[F:1][C:2]1[CH:3]=[C:4]([CH2:5][C:12]([CH3:14])([OH:13])[CH3:11])[CH:7]=[C:8]([F:10])[CH:9]=1. Procedure: The target compound is obtained by reacting a Grignard compound, prepared from 25.0 g (121 mmol) of 3,5-difluorobenzyl bromide, with 12.6 mL (171 mmol) of acetone. Yellow oil. Yield: 13.5 g (60%).